Dataset: the Open Reaction Database (ORD), a public repository of structured organic reaction records. Task: describe an organic reaction: reactants, conditions, products, and yield Reactants: ClCCl, COc1cccc2cc(CCN)oc12, O=C(Cl)C1CC1, [Na+], [OH-]. The product is COc1cccc2cc(CCNCC3CC3)oc12. As a reaction SMILES: [CH2:23]([Cl:24])[Cl:25].[CH3:1][O:2][c:3]1[cH:4][cH:5][cH:6][c:7]2[c:8]1[o:9][c:10]([CH2:12][CH2:13][NH2:14])[cH:11]2.[CH:17]1([C:20]([Cl:21])=[O:22])[CH2:18][CH2:19]1.[Na+:16].[OH-:15]>>[CH3:1][O:2][c:3]1[cH:4][cH:5][cH:6][c:7]2[c:8]1[o:9][c:10]([CH2:12][CH2:13][NH:14][CH2:20][CH:17]1[CH2:18][CH2:19]1)[cH:11]2.